From a dataset of the Open Reaction Database (ORD), a public repository of structured organic reaction records. describe an organic reaction: reactants, conditions, products, and yield The reactants are COC(C1=CC(C(=O)N(CCC)C)=CC(=C1)I)=O (5-iodo-N-methyl-N-propyl-isophthalamic acid methyl ester), Cl[Si](C)(C)C (chlorotrimethylsilane), BrC=1SC=CN1 (2-bromothiazole), BrCCBr (1,2-dibromoethane). The reagents and catalysts are C=1C=CC(=CC1)/C=C/C(=O)/C=C/C2=CC=CC=C2.C=1C=CC(=CC1)/C=C/C(=O)/C=C/C2=CC=CC=C2.C=1C=CC(=CC1)/C=C/C(=O)/C=C/C2=CC=CC=C2.[Pd].[Pd] (tris(dibenzylideneacetone)dipalladium), [Zn] (zinc). Run in C1CCOC1 (THF), C1CCOC1 (THF). Reaction conditions: time 15 minute. Product: COC(C1=CC(C(=O)N(CCC)C)=CC(=C1)C=1SC=CN1)=O (N-Methyl-N-propyl-5-thiazol-2-yl-isophthalamic acid methyl ester). The yield is 95.0%. Reaction SMILES: BrCCBr.Cl[Si](C)(C)C.Br[C:11]1[S:12][CH:13]=[CH:14][N:15]=1.[CH3:16][O:17][C:18](=[O:33])[C:19]1[CH:31]=[C:30](I)[CH:29]=[C:21]([C:22]([N:24]([CH3:28])[CH2:25][CH2:26][CH3:27])=[O:23])[CH:20]=1>C1COCC1.[Zn].C1C=CC(/C=C/C(/C=C/C2C=CC=CC=2)=O)=CC=1.C1C=CC(/C=C/C(/C=C/C2C=CC=CC=2)=O)=CC=1.C1C=CC(/C=C/C(/C=C/C2C=CC=CC=2)=O)=CC=1.[Pd].[Pd]>[CH3:16][O:17][C:18](=[O:33])[C:19]1[CH:31]=[C:30]([C:11]2[S:12][CH:13]=[CH:14][N:15]=2)[CH:29]=[C:21]([C:22]([N:24]([CH3:28])[CH2:25][CH2:26][CH3:27])=[O:23])[CH:20]=1 |f:6.7.8.9.10|. Reported procedure: To a previously nitrogen-flushed vessel, add zinc dust (<10 microns, 0.196 g, 3 mmol) and 1,2-dibromoethane (0.023 mL, 0.27 mmol) to THF (0.5 mL). Heat the solution until bubbles appear. Repeat the heating twice and cool to room temperature. Add chlorotrimethylsilane (15 μL) and 2-bromothiazole (90 μL, 1 mmol) in THF (0.4 mL). Stir at room temperature for 15 min. Add 5-iodo-N-methyl-N-propyl-isophthalamic acid methyl ester (541 mg, 1.5 mmol), tetrakis(triphenylphosphine)palladium (0) (15 mg) and... Reactants: COC(C1=CC(=C(C=C1)C)N1C(=NC(=C(C1=O)Cl)OCC1=C(C=C(C=C1)F)F)C)=O (3-[5-chloro-4-(2,4-difluoro-benzyloxy)-2-methyl-6-oxo-6H-pyrimidin-1-yl]-4-methyl-benzoic acid methyl ester), [OH-].[Na+] (sodium hydroxide). Solvent: O1CCCC1 (tetrahydrofuran). Run at time 4 hour. Product: ClC1=C(N=C(N(C1=O)C=1C=C(C(=O)O)C=CC1C)C)OCC1=C(C=C(C=C1)F)F (3-[5-chloro-4-(2,4-difluoro-benzyloxy)-2-methyl-6-oxo-6H-pyrimidin-1-yl]-4-methyl-benzoic acid). The yield is 103.1%. Reaction SMILES: C[O:2][C:3](=[O:30])[C:4]1[CH:9]=[CH:8][C:7]([CH3:10])=[C:6]([N:11]2[C:16](=[O:17])[C:15]([Cl:18])=[C:14]([O:19][CH2:20][C:21]3[CH:26]=[CH:25][C:24]([F:27])=[CH:23][C:22]=3[F:28])[N:13]=[C:12]2[CH3:29])[CH:5]=1.[OH-].[Na+]>O1CCCC1>[Cl:18][C:15]1[C:16](=[O:17])[N:11]([C:6]2[CH:5]=[C:4]([CH:9]=[CH:8][C:7]=2[CH3:10])[C:3]([OH:30])=[O:2])[C:12]([CH3:29])=[N:13][C:14]=1[O:19][CH2:20][C:21]1[CH:26]=[CH:25][C:24]([F:27])=[CH:23][C:22]=1[F:28] |f:1.2|. Procedure: To a solution of 3-[5-chloro-4-(2,4-difluoro-benzyloxy)-2-methyl-6-oxo-6H-pyrimidin-1-yl]-4-methyl-benzoic acid methyl ester from Step A (230 mg, 0.53 mmol) in tetrahydrofuran (3 mL) was added 1N sodium hydroxide (1 mL) and the solution was stirred at ambient temperature for four hours. The solution was concentrated in vacuo and the aqueous residue was acidified to pH=2 using 1M HCl. The solution was extracted with ethyl acetate, washed with water and dried over magnesium sulfate. The slurry was... Reactants: Cl.CN(CCN1C=C(C(C2=CC=C(N=C12)C)=O)C(=O)O)C (1(2-Dimethylaminoethyl)-1,4-dihydro-7-methyl-4-oxo-1,8-naphthyridine-3-carboxylic acid, hydrochloride), N,N'-carbonyldiimidazole, CN(C=O)C (dimethylformamide), NC1=NN=NN1 (5-Amino-1H-tetrazole). Reaction conditions: time 36 hour. Yields the product CN(CCN1C=C(C(C2=CC=C(N=C12)C)=O)CC(=O)NC1=NN=NN1)C (1(2-Dimethylaminoethyl)-1,4-dihydro-7-methyl-4-oxo-N(1H-tetrazol-5-yl)-1,8-naphthyridine-3-carboxyamide). As a reaction SMILES: Cl.[CH3:2][N:3]([CH3:21])[CH2:4][CH2:5][N:6]1[C:15]2[C:10](=[CH:11][CH:12]=[C:13]([CH3:16])[N:14]=2)[C:9](=[O:17])[C:8]([C:18](O)=O)=[CH:7]1.[NH2:22][C:23]1[NH:27][N:26]=[N:25][N:24]=1.CN(C)[CH:30]=[O:31]>>[CH3:2][N:3]([CH3:21])[CH2:4][CH2:5][N:6]1[C:15]2[C:10](=[CH:11][CH:12]=[C:13]([CH3:16])[N:14]=2)[C:9](=[O:17])[C:8]([CH2:18][C:30]([NH:22][C:23]2[NH:27][N:26]=[N:25][N:24]=2)=[O:31])=[CH:7]1 |f:0.1|. Procedure: 1(2-Dimethylaminoethyl)-1,4-dihydro-7-methyl-4-oxo-1,8-naphthyridine-3-carboxylic acid, hydrochloride (4.6 g) and N,N'-carbonyldiimidazole (2.75 g) in dimethylformamide (40 ml) were stirred and heated to 90° for 2 hours. 5-Amino-1H-tetrazole (1.45 g) was added and the mixture was heated to 40° and stirred for 36 hours. The solid was collected, m.p. 305°-307° (d). (30%). Starting materials: [H-].[Na+] (sodium hydride), CN(C=O)C (dimethylformamide), C(CCCCCCC\C=C/C[C@H](O)CCCCCC)(=O)OCC (ethyl ricinoleate), CI (methyl iodide). The solvent is CCCCCC (hexane). Conditions: temperature 40 celsius, time 6 hour. The product is COC(CC=CCCCCCCCC(=O)OCC)CCCCCC (ethyl 12-methoxy-9-octadecenoate). Yield: 92.0%. As a reaction SMILES: [H-].[Na+].[CH3:3]N(C)C=O.[C:8]([O:28][CH2:29][CH3:30])(=[O:27])[CH2:9][CH2:10][CH2:11][CH2:12][CH2:13][CH2:14][CH2:15]/[CH:16]=[CH:17]\[CH2:18][C@@H:19]([CH2:21][CH2:22][CH2:23][CH2:24][CH2:25][CH3:26])[OH:20].CI>CCCCCC>[CH3:3][O:20][CH:19]([CH2:21][CH2:22][CH2:23][CH2:24][CH2:25][CH3:26])[CH2:18][CH:17]=[CH:16][CH2:15][CH2:14][CH2:13][CH2:12][CH2:11][CH2:10][CH2:9][C:8]([O:28][CH2:29][CH3:30])=[O:27] |f:0.1|. Reported procedure: To a 1-l flask equipped with a stirrer, a dropping funnel and a condenser, 24 g (0.6 mol) of 60% sodium hydride, 500 ml of dimethylformamide were charged, followed by the dropwise addition of a solution of 163.3 g (0.5 mol) of ethyl ricinoleate in 142 g (1.0 mol) of methyl iodide over one hour while stirring at 40° C. under an N2 atmosphere. After the completion of the dropwise addition, stirring was conducted at 40° for further 6 hours. To the reaction mixture so obtained, hexane was added. The... Starting materials: C(O)([O-])=O.[Na+] (sodium hydrogencarbonate), OC1=C(C(N(C2=NC=CC=C12)C1=CC(=CC=C1)OC(F)(F)F)=O)C(CC=1SC=CC1)=O (4-hydroxy-3-(2-thienylacetyl)-1-(3-trifluoromethoxyphenyl)-1,8-naphthyridin-2(1H)-one), O.NN (hydrazine monohydrate). Solvent: CN(C)C=O (DMF). Reaction conditions: temperature 115 celsius, time 2 hour. The product is S1C(=CC=C1)CC1=NNC2=C1C(N(C=1N=CC=CC21)C2=CC(=CC=C2)OC(F)(F)F)=O (3-(2-thienylmethyl)-5-(3-trifluoromethoxyphenyl)-1H-pyrazolo[4,3-c][1,8]-naphthyridin-4(5H)-one), crystal. The yield is 61.0%. As a reaction SMILES: O[C:2]1[C:11]2[C:6](=[N:7][CH:8]=[CH:9][CH:10]=2)[N:5]([C:12]2[CH:17]=[CH:16][CH:15]=[C:14]([O:18][C:19]([F:22])([F:21])[F:20])[CH:13]=2)[C:4](=[O:23])[C:3]=1[C:24](=O)[CH2:25][C:26]1[S:27][CH:28]=[CH:29][CH:30]=1.O.[NH2:33][NH2:34].C(=O)([O-])O.[Na+]>CN(C=O)C>[S:27]1[CH:28]=[CH:29][CH:30]=[C:26]1[CH2:25][C:24]1[C:3]2[C:4](=[O:23])[N:5]([C:12]3[CH:17]=[CH:16][CH:15]=[C:14]([O:18][C:19]([F:20])([F:21])[F:22])[CH:13]=3)[C:6]3[N:7]=[CH:8][CH:9]=[CH:10][C:11]=3[C:2]=2[NH:34][N:33]=1 |f:1.2,3.4|. Procedure: To a suspension of 4-hydroxy-3-(2-thienylacetyl)-1-(3-trifluoromethoxyphenyl)-1,8-naphthyridin-2(1H)-one (180 mg, 0.40 mmol) produced in Synthesis Example 41 in DMF (3 mL) was added hydrazine monohydrate (purity of 80%, 97 μL), and the mixture was stirred at 110 to 120° C. for 2 hours. To the reaction solution was added a sodium hydrogencarbonate aqueous solution. The resulting precipitate was separated by filtration, washed with water, recrystallized from methanol, and dried to give 3-(2-thieny... Reactants: CI, C[O-], CO, [Na+], CN1CCN(Cc2nnc(S)n2Cc2ccccc2)CC1. The product is CSc1nnc(CN2CCN(C)CC2)n1Cc1ccccc1. RXN SMILES: [CH3:22][I:23].[CH3:24][O-:25].[CH3:27][OH:28].[Na+:26].[SH:1][c:2]1[n:3][n:4][c:5]([CH2:14][N:15]2[CH2:16][CH2:17][N:18]([CH3:21])[CH2:19][CH2:20]2)[n:6]1[CH2:7][c:8]1[cH:9][cH:10][cH:11][cH:12][cH:13]1>>[S:1]([c:2]1[n:3][n:4][c:5]([CH2:14][N:15]2[CH2:16][CH2:17][N:18]([CH3:21])[CH2:19][CH2:20]2)[n:6]1[CH2:7][c:8]1[cH:9][cH:10][cH:11][cH:12][cH:13]1)[CH3:22]. Reaction SMILES: [CH2:1]([O:2][C:3](=[O:4])[NH:10][CH2:11][CH2:12][O:13][Si:14]([c:15]1[cH:16][cH:17][cH:18][cH:19][cH:20]1)([c:21]1[cH:22][cH:23][cH:24][cH:25][cH:26]1)[C:27]([CH3:28])([CH3:29])[CH3:30])[c:5]1[cH:6][cH:7][cH:8][cH:9][cH:31]1.[CH3:32][OH:33].[OH-:34].[OH-:36].[Pd+2:35]>>[NH2:10][CH2:11][CH2:12][O:13][Si:14]([c:15]1[cH:16][cH:17][cH:18][cH:19][cH:20]1)([c:21]1[cH:22][cH:23][cH:24][cH:25][cH:26]1)[C:27]([CH3:28])([CH3:29])[CH3:30]. The product is CC(C)(C)[Si](OCCN)(c1ccccc1)c1ccccc1. Starting materials: CC(C)(C)[Si](OCCNC(=O)OCc1ccccc1)(c1ccccc1)c1ccccc1, CO, [OH-], [OH-], [Pd+2]. The reactants are COC(CC1=C(NC2=CC(=CC=C12)Cl)C(C1=CC(=CC=C1)OCC1=CC=CC=C1)=O)=O (Methyl[6-chloro-2-(3-benzyloxybenzoyl)-1H-indol-3-yl]acetate). Reagents/catalysts: [Pd] (palladium-charcoal). Solvent: C(C)(=O)OCC.CO (ethyl acetate methanol). Conditions: time 2.5 hour. Product: COC(CC1=C(NC2=CC(=CC=C12)Cl)C(C1=CC(=CC=C1)O)=O)=O (Methyl[6-chloro-2-(3-hydroxybenzoyl)-1H-indol-3-yl]acetate). The yield is 24.0%. Reaction SMILES: [CH3:1][O:2][C:3](=[O:31])[CH2:4][C:5]1[C:13]2[C:8](=[CH:9][C:10]([Cl:14])=[CH:11][CH:12]=2)[NH:7][C:6]=1[C:15](=[O:30])[C:16]1[CH:21]=[CH:20][CH:19]=[C:18]([O:22]CC2C=CC=CC=2)[CH:17]=1>C(OCC)(=O)C.CO.[Pd]>[CH3:1][O:2][C:3](=[O:31])[CH2:4][C:5]1[C:13]2[C:8](=[CH:9][C:10]([Cl:14])=[CH:11][CH:12]=2)[NH:7][C:6]=1[C:15](=[O:30])[C:16]1[CH:21]=[CH:20][CH:19]=[C:18]([OH:22])[CH:17]=1 |f:1.2|. Procedure details: A mixture of methyl[6-chloro-2-(3-benzyloxybenzoyl)-1H-indol-3-yl]acetate (Example 177, 0.37 g, 0.85 mmol) and 10% palladium-charcoal (80 mg) in ethyl acetate-methanol (5:1, 30 ml) was stirred under hydrogen atmosphere for 2.5 h. The mixture was filtered thorough a pad of Celite and the filtrate was concentrated. The solids were washed with dichloromethane (10 ml) to afford 70mg (24%) of the title compound as white solids. Starting materials: C1(CCCCC1)N1C(=NC2=C1C=CC(=C2)CN2CCCCC2)N (1-cyclohexyl-5-(piperidin-1-ylmethyl)-1H-benzo[d]imidazol-2-amine), BrC=1C=C2C(=NN(C2=CC1)COCC[Si](C)(C)C)I (5-bromo-3-iodo-1-((2-(trimethylsilyl)ethoxy)methyl)-1H-indazole), CC1(C2=C(C(=CC=C2)P(C3=CC=CC=C3)C4=CC=CC=C4)OC5=C(C=CC=C51)P(C6=CC=CC=C6)C7=CC=CC=C7)C (xantphos), P(=O)([O-])([O-])[O-].[K+].[K+].[K+] (potassium phosphate). The reagents and catalysts are C=1C=CC(=CC1)/C=C/C(=O)/C=C/C2=CC=CC=C2.C=1C=CC(=CC1)/C=C/C(=O)/C=C/C2=CC=CC=C2.C=1C=CC(=CC1)/C=C/C(=O)/C=C/C2=CC=CC=C2.[Pd].[Pd] (tris(dibenzylideneacetone)dipalladium(0)). Run in O1CCOCC1 (1,4-Dioxane). Yields the product BrC=1C=C2C(=NN(C2=CC1)COCC[Si](C)(C)C)NC1=NC2=C(N1C1CCCCC1)C=CC(=C2)CN2CCCCC2 (5-bromo-N-(1-cyclohexyl-5-(piperidin-1-ylmethyl)-1H-benzo[d]imidazol-2-yl)-1-((2-(trimethylsilyl)ethoxy)methyl)-1H-indazol-3-amine). Yield: 68.1%. As a reaction SMILES: [CH:1]1([N:7]2[C:11]3[CH:12]=[CH:13][C:14]([CH2:16][N:17]4[CH2:22][CH2:21][CH2:20][CH2:19][CH2:18]4)=[CH:15][C:10]=3[N:9]=[C:8]2[NH2:23])[CH2:6][CH2:5][CH2:4][CH2:3][CH2:2]1.[Br:24][C:25]1[CH:26]=[C:27]2[C:31](=[CH:32][CH:33]=1)[N:30]([CH2:34][O:35][CH2:36][CH2:37][Si:38]([CH3:41])([CH3:40])[CH3:39])[N:29]=[C:28]2I.CC1(C)C2C(=C(P(C3C=CC=CC=3)C3C=CC=CC=3)C=CC=2)OC2C(P(C3C=CC=CC=3)C3C=CC=CC=3)=CC=CC1=2.P([O-])([O-])([O-])=O.[K+].[K+].[K+]>O1CCOCC1.C1C=CC(/C=C/C(/C=C/C2C=CC=CC=2)=O)=CC=1.C1C=CC(/C=C/C(/C=C/C2C=CC=CC=2)=O)=CC=1.C1C=CC(/C=C/C(/C=C/C2C=CC=CC=2)=O)=CC=1.[Pd].[Pd]>[Br:24][C:25]1[CH:26]=[C:27]2[C:31](=[CH:32][CH:33]=1)[N:30]([CH2:34][O:35][CH2:36][CH2:37][Si:38]([CH3:41])([CH3:40])[CH3:39])[N:29]=[C:28]2[NH:23][C:8]1[N:7]([CH:1]2[CH2:2][CH2:3][CH2:4][CH2:5][CH2:6]2)[C:11]2[CH:12]=[CH:13][C:14]([CH2:16][N:17]3[CH2:18][CH2:19][CH2:20][CH2:21][CH2:22]3)=[CH:15][C:10]=2[N:9]=1 |f:3.4.5.6,8.9.10.11.12|. Procedure: A mixture of 1-cyclohexyl-5-(piperidin-1-ylmethyl)-1H-benzo[d]imidazol-2-amine (420 mg, 0.00134 mol), 5-bromo-3-iodo-1-((2-(trimethylsilyl)ethoxy)methyl)-1H-indazole (916 mg, 0.00202 mol), xantphos (237 mg, 0.000410 mol), tris(dibenzylideneacetone)dipalladium(0) (147 mg, 0.000160 mol), and potassium phosphate (510 mg, 0.00240 mol) in 1,4-Dioxane (6.0 mL) was flushed with argon. The mixture was microwaved at 300 watts, 130° C. for 15 minutes. The reaction mixture was filtered, concentrated and pu...